This data is from the Open Reaction Database (ORD), a public repository of structured organic reaction records. The task is: describe an organic reaction: reactants, conditions, products, and yield Starting materials: C(C1=CC=CC=C1)NC(O)=O.N1CC(CC1)=O (3-pyrrolidinone benzyl carbamate), BrCC(CO)O (3-bromo-1,2-propanediol), C1(=CC=C(C=C1)S(=O)(=O)O)C (p-toluenesulfonic acid), C([O-])(O)=O.[Na+] (sodium bicarbonate). Run in C1(=CC=CC=C1)C (toluene). Run at temperature 110 celsius. The product is C(C1=CC=CC=C1)NC(O)=O.BrCC1OC2(OC1)CNCC2 (2-bromomethyl-1,4-dioxa-7-azaspiro[4.4]nonane benzyl carbamate). Reaction SMILES: [CH2:1]([NH:8][C:9](=[O:11])[OH:10])[C:2]1[CH:7]=[CH:6][CH:5]=[CH:4][CH:3]=1.[NH:12]1[CH2:16][CH2:15][C:14](=[O:17])[CH2:13]1.[Br:18][CH2:19][CH:20](O)[CH2:21][OH:22].C1(C)C=CC(S(O)(=O)=O)=CC=1.C(=O)(O)[O-].[Na+]>C1(C)C=CC=CC=1>[CH2:1]([NH:8][C:9](=[O:10])[OH:11])[C:2]1[CH:7]=[CH:6][CH:5]=[CH:4][CH:3]=1.[Br:18][CH2:19][CH:20]1[CH2:21][O:22][C:14]2([CH2:15][CH2:16][NH:12][CH2:13]2)[O:17]1 |f:0.1,4.5,7.8|. Procedure: A 1.00 g (4.56 mmol) sample of 3-pyrrolidinone benzyl carbamate, from Step 2 Example 1, was dissolved in 20 mL of toluene with 1.00 g (11.4 mmol) of 3-bromo-1,2-propanediol and 0.043 g (0.23 mmol) of p-toluenesulfonic acid and heated at 110° C. for 24 hours. The reaction solution was poured into 20% sodium bicarbonate solution and the mixture extracted with ethyl acetate. The extract was dried over anhydrous sodium sulfate and the solvent removed under vacuum to afford 1.22 g of the title compou... Starting materials: COc1ccc(P2(=S)SP(=S)(c3ccc(OC)cc3)S2)cc1, Cc1ccccc1, C=C(CCC)C1NC(=O)CC(c2cccc(Cl)c2)C12C(=O)Nc1cc(Cl)ccc12. Yields the product C=C(CCC)C1NC(=S)CC(c2cccc(Cl)c2)C12C(=O)Nc1cc(Cl)ccc12. As a reaction SMILES: [CH3:30][O:31][c:32]1[cH:33][cH:34][c:35]([P:36]2(=[S:37])[S:38][P:40](=[S:41])([c:42]3[cH:43][cH:44][c:45]([O:46][CH3:47])[cH:48][cH:49]3)[S:39]2)[cH:50][cH:51]1.[CH3:52][c:53]1[cH:54][cH:55][cH:56][cH:57][cH:58]1.[Cl:1][c:2]1[cH:3][cH:4][c:5]2[c:9]([cH:10]1)[NH:8][C:7](=[O:11])[C:6]21[CH:12]([C:25]([CH2:26][CH2:27][CH3:28])=[CH2:29])[NH:13][C:14](=[O:24])[CH2:15][CH:16]1[c:17]1[cH:18][c:19]([Cl:23])[cH:20][cH:21][cH:22]1>>[Cl:1][c:2]1[cH:3][cH:4][c:5]2[c:9]([cH:10]1)[NH:8][C:7](=[O:11])[C:6]21[CH:12]([C:25]([CH2:26][CH2:27][CH3:28])=[CH2:29])[NH:13][C:14](=[S:39])[CH2:15][CH:16]1[c:17]1[cH:18][c:19]([Cl:23])[cH:20][cH:21][cH:22]1. Reactants: CCOC(=O)c1cc(-c2cccnc2)cc2nc(N)nn12, C1CCOC1, CCN. RXN SMILES: [CH2:1]([O:2][C:4](=[O:5])[c:6]1[cH:7][c:8](-[c:16]2[cH:17][n:18][cH:19][cH:20][cH:21]2)[cH:9][c:10]2[n:11]1[n:12][c:13]([NH2:15])[n:14]2)[CH3:3].[CH2:25]1[O:26][CH2:27][CH2:28][CH2:29]1.[CH3:22][CH2:23][NH2:24]>>[C:4](=[O:5])([c:6]1[cH:7][c:8](-[c:16]2[cH:17][n:18][cH:19][cH:20][cH:21]2)[cH:9][c:10]2[n:11]1[n:12][c:13]([NH2:15])[n:14]2)[NH:24][CH2:23][CH3:22]. Yields the product CCNC(=O)c1cc(-c2cccnc2)cc2nc(N)nn12. Reactants: BrC=1C=CC(=C(C1)C(C)(C)NC(=O)N1CCN2CCC1CC2)F (N-(2-(5-bromo-2-fluorophenyl)propan-2-yl)-1,4-diazabicyclo[3.2.2]nonane-4-carboxamide), C1(=CC=CC=C1)B(O)O (phenyl boronic acid). Reagents/catalysts: C(C)(=O)[O-].[Pd+2].C(C)(=O)[O-] (palladium (II) acetate). Yields the product FC1=C(C=C(C=C1)C1=CC=CC=C1)C(C)(C)NC(=O)N1CCN2CCC1CC2 (N-[2-(4-fluorobiphenyl-3-yl)propan-2-yl]-1,4-diazabicyclo[3.2.2]nonane-4-carboxamide). Isolated yield 28.3%. RXN SMILES: Br[C:2]1[CH:3]=[CH:4][C:5]([F:23])=[C:6]([C:8]([NH:11][C:12]([N:14]2[CH:20]3[CH2:21][CH2:22][N:17]([CH2:18][CH2:19]3)[CH2:16][CH2:15]2)=[O:13])([CH3:10])[CH3:9])[CH:7]=1.[C:24]1(B(O)O)[CH:29]=[CH:28][CH:27]=[CH:26][CH:25]=1>C([O-])(=O)C.[Pd+2].C([O-])(=O)C>[F:23][C:5]1[CH:4]=[CH:3][C:2]([C:24]2[CH:29]=[CH:28][CH:27]=[CH:26][CH:25]=2)=[CH:7][C:6]=1[C:8]([NH:11][C:12]([N:14]1[CH:20]2[CH2:21][CH2:22][N:17]([CH2:18][CH2:19]2)[CH2:16][CH2:15]1)=[O:13])([CH3:10])[CH3:9] |f:2.3.4|. Procedure: Using general procedure E, N-(2-(5-bromo-2-fluorophenyl)propan-2-yl)-1,4-diazabicyclo[3.2.2]nonane-4-carboxamide (100 mg, 0.261 mmol), phenyl boronic acid (30 mg, 0.25 mmol) and palladium (II) acetate gave the title compound as an off-white solid (27 mg, 39%). 1H NMR (400 MHz, CDCl3) δ 7.56-7.51 (m, 3H), 7.41-7.37 (m, 3H), 7.32-7.30 (m, 1H), 7.03 (m, 1H), 4.90 (s, 1H), 4.00 (br s, 1H), 3.59 (m, 2H), 3.11-2.92 (m, 6H), 2.04-1.98 (m, 2H) 1.78 (s, 6H), 1.73-1.67 (m, 2H) ppm. 13C NMR (100 MHz, CDCl3... Reactants: CC(C)([O-])C.[K+] (potassium tert-butoxide), COC1=CC=NC=C1 (4-methoxypyridine), C(C)(C)O[BH-](OC(C)C)OC(C)C.[K+] (potassium tri(isopropoxy)borohydride), ClC(=O)OC1=CC=CC=C1 (phenyl chloroformate), C(C(=O)O)(=O)O (oxalic acid). The solvent is O1CCCC1 (tetrahydrofuran). Run at time 15 minute. Product: C(C)(C)(C)OC(=O)N1CCC(C=C1)=O (1-(tert-butoxycarbonyl)-1,2,3,4-tetrahydropyridin-4-one). Isolated yield 59.2%. Reaction SMILES: C[O:2][C:3]1[CH:8]=[CH:7][N:6]=[CH:5][CH:4]=1.[CH:9](O[BH-](OC(C)C)OC(C)C)(C)C.[K+].Cl[C:24]([O:26][C:27]1[CH:32]=CC=C[CH:28]=1)=[O:25].CC(C)([O-])C.[K+].C(O)(=O)C(O)=O>O1CCCC1>[C:27]([O:26][C:24]([N:6]1[CH:7]=[CH:8][C:3](=[O:2])[CH2:4][CH2:5]1)=[O:25])([CH3:32])([CH3:9])[CH3:28] |f:1.2,4.5|. Procedure details: A solution of 1.0 gm (9.16 mMol) 4-methoxypyridine in 15 mL tetrahydrofuran was cooled to −41° C. To this solution was added dropwise 12.6 mL (18.32 mMol) potassium tri(isopropoxy)borohydride (1.45 M in tetrahydrofuran). The resulting mixture was stirred for 15 minutes and then 1.58 gm (10.07 mMol) phenyl chloroformate were added and the resulting mixture stirred −41° C. After 2 hours, 7.19 gm (7.0 mMol) potassium tert-butoxide were added. After stirring at −41° C. for 30 minutes, the reaction m... Starting materials: CC(=O)Oc1cc(C)c(OC(C)=O)c(C(C)(C)C)c1, CCO, Cl, [Na+], [OH-], O. Product: CC(=O)Oc1c(C)cc(O)cc1C(C)(C)C. RXN SMILES: [C:1]([CH3:2])(=[O:3])[O:4][c:5]1[c:6]([C:16]([CH3:17])([CH3:18])[CH3:19])[cH:7][c:8]([O:12][C:13](=[O:14])[CH3:15])[cH:9][c:10]1[CH3:11].[CH3:24][CH2:25][OH:26].[ClH:22].[Na+:21].[OH-:20].[OH2:23]>>[C:1]([CH3:2])(=[O:3])[O:4][c:5]1[c:6]([C:16]([CH3:17])([CH3:18])[CH3:19])[cH:7][c:8]([OH:12])[cH:9][c:10]1[CH3:11]. Starting materials: CC(=O)O, O=C([O-])[O-], O=C(O)C(O)C(O)C(=O)O, C1CCOC1, CC(=O)CC(C)C, CCOC(C)=O, CCCCCCC, [I-], [K+], [K+], [K+], COC(=O)CC1CCNC1, O, ClCCOCCN1c2ccccc2CCc2ccccc21. The product is COC(=O)CC1CCN(CCOCCN2c3ccccc3CCc3ccccc32)C1. As a reaction SMILES: [C:22]([OH:23])(=[O:24])[CH3:25].[C:36](=[O:37])([O-:38])[O-:39].[C:44]([OH:45])(=[O:46])[CH:47]([CH:48]([C:49]([OH:50])=[O:51])[OH:52])[OH:53].[CH2:68]1[O:69][CH2:70][CH2:71][CH2:72]1.[CH3:54][C:55]([CH2:56][CH:57]([CH3:58])[CH3:59])=[O:60].[CH3:61][CH2:62][O:63][C:64](=[O:65])[CH3:66].[CH3:73][CH2:74][CH2:75][CH2:76][CH2:77][CH2:78][CH3:79].[I-:43].[K+:40].[K+:41].[K+:42].[NH:26]1[CH2:27][CH:28]([CH2:31][C:32](=[O:33])[O:34][CH3:35])[CH2:29][CH2:30]1.[OH2:67].[cH:1]1[cH:2][cH:3][cH:4][c:5]2[c:11]1[CH2:10][CH2:9][c:8]1[c:7]([cH:15][cH:14][cH:13][cH:12]1)[N:6]2[CH2:16][CH2:17][O:18][CH2:19][CH2:20][Cl:21]>>[cH:1]1[cH:2][cH:3][cH:4][c:5]2[c:11]1[CH2:10][CH2:9][c:8]1[c:7]([cH:15][cH:14][cH:13][cH:12]1)[N:6]2[CH2:16][CH2:17][O:18][CH2:19][CH2:20][N:26]1[CH2:27][CH:28]([CH2:31][C:32](=[O:33])[O:34][CH3:35])[CH2:29][CH2:30]1. Solvent: C1CCOC1 (THF). Reactants: F\C(\C(=O)OCC)=C(/C)\C1=C(C=C2C(CC=C(C2=C1)C(C)(C)C)(C)C)OCC (ethyl (2E)-2-fluoro-3-(4,4 dimethyl-6-ethoxy-1-tert-butyl-3,4-dihydronaphthalen-7-yl)-2-butenoate), [H-].C(C(C)C)[Al+]CC(C)C (diisobutylaluminum hydride). Yields the product F\C(\CO)=C(/C)\C1=C(C=C2C(CC=C(C2=C1)C(C)(C)C)(C)C)OCC ((2E)-2-Fluoro-3-(4,4-dimethyl-6-ethoxy-1-tert-butyl-3,4 dihydronaphthalen-7-yl)-2-butenol). Procedure details: As described in General Procedure G-1, ethyl (2E)-2-fluoro-3-(4,4 dimethyl-6-ethoxy-1-tert-butyl-3,4-dihydronaphthalen-7-yl)-2-butenoate (Compound A-46, 0.037 g, 0.095 mmol) and diisobutylaluminum hydride (1.0 M in hexanes, 0.76 mL, 0.76 mmol) were reacted in THF (0.75 mL) to produce the title compound as an oil. As a reaction SMILES: [F:1]/[C:2](=[C:8](/[C:10]1[CH:19]=[C:18]2[C:13]([C:14]([CH3:25])([CH3:24])[CH2:15][CH:16]=[C:17]2[C:20]([CH3:23])([CH3:22])[CH3:21])=[CH:12][C:11]=1[O:26][CH2:27][CH3:28])\[CH3:9])/[C:3](OCC)=[O:4].[H-].C([Al+]CC(C)C)C(C)C>C1COCC1>[F:1]/[C:2](=[C:8](/[C:10]1[CH:19]=[C:18]2[C:13]([C:14]([CH3:25])([CH3:24])[CH2:15][CH:16]=[C:17]2[C:20]([CH3:22])([CH3:21])[CH3:23])=[CH:12][C:11]=1[O:26][CH2:27][CH3:28])\[CH3:9])/[CH2:3][OH:4] |f:1.2|.